From a dataset of the Open Reaction Database (ORD), a public repository of structured organic reaction records. describe an organic reaction: reactants, conditions, products, and yield Reactants: CCOc1c(C=O)cccc1OCc1ccccc1, CC(C)[Mg+], [Cl-], CC(C)[Si](C(C)C)(C(C)C)n1cc(I)c2cccnc21, C1CCOC1, O. Yields the product CCOc1c(OCc2ccccc2)cccc1C(O)c1cn([Si](C(C)C)(C(C)C)C(C)C)c2ncccc12. RXN SMILES: [CH2:26]([CH3:27])[O:28][c:29]1[c:30]([CH:31]=[O:32])[cH:33][cH:34][cH:35][c:36]1[O:37][CH2:38][c:39]1[cH:40][cH:41][cH:42][cH:43][cH:44]1.[CH:22]([Mg+:23])([CH3:24])[CH3:25].[Cl-:21].[I:1][c:2]1[cH:3][n:4]([Si:11]([CH:12]([CH3:13])[CH3:14])([CH:15]([CH3:16])[CH3:17])[CH:18]([CH3:19])[CH3:20])[c:5]2[n:6][cH:7][cH:8][cH:9][c:10]12.[O:46]1[CH2:47][CH2:48][CH2:49][CH2:50]1.[OH2:45]>>[c:2]1([CH:31]([c:30]2[c:29]([O:28][CH2:26][CH3:27])[c:36]([O:37][CH2:38][c:39]3[cH:40][cH:41][cH:42][cH:43][cH:44]3)[cH:35][cH:34][cH:33]2)[OH:32])[cH:3][n:4]([Si:11]([CH:12]([CH3:13])[CH3:14])([CH:15]([CH3:16])[CH3:17])[CH:18]([CH3:19])[CH3:20])[c:5]2[n:6][cH:7][cH:8][cH:9][c:10]12.